This data is from the Open Reaction Database (ORD), a public repository of structured organic reaction records. The task is: describe an organic reaction: reactants, conditions, products, and yield Starting materials: FC(C1=NC2=CC(=CC=C2C(=N1)O)C(=O)OC)(C1=CC=C(C=C1)F)F (methyl 2-(difluoro(4-fluorophenyl)methyl)-4-hydroxyquinazoline-7-carboxylate), P(=O)(Cl)(Cl)Cl (phosphorus oxychloride). Yields the product ClC1=NC(=NC2=CC(=CC=C12)C(=O)OC)C(C1=CC=C(C=C1)F)(F)F (methyl 4-chloro-2-(difluoro(4-fluorophenyl)methyl)quinazoline-7-carboxylate). The yield is 86.0%. Reaction SMILES: [F:1][C:2]([F:25])([C:18]1[CH:23]=[CH:22][C:21]([F:24])=[CH:20][CH:19]=1)[C:3]1[N:12]=[C:11](O)[C:10]2[C:5](=[CH:6][C:7]([C:14]([O:16][CH3:17])=[O:15])=[CH:8][CH:9]=2)[N:4]=1.P(Cl)(Cl)([Cl:28])=O>>[Cl:28][C:11]1[C:10]2[C:5](=[CH:6][C:7]([C:14]([O:16][CH3:17])=[O:15])=[CH:8][CH:9]=2)[N:4]=[C:3]([C:2]([F:25])([F:1])[C:18]2[CH:23]=[CH:22][C:21]([F:24])=[CH:20][CH:19]=2)[N:12]=1. Procedure: A mixture of methyl 2-(difluoro(4-fluorophenyl)methyl)-4-hydroxyquinazoline-7-carboxylate (1.1 g, 3.2 mmol) and phosphorus oxychloride (15 mL) was heated at reflux overnight. The mixture was concentrated under reduced pressure, and then toluene (20 mL) was added and evaporated under reduced pressure (2×). The residue in DCM was filtered through a pad of silica gel eluting with DCM. The filtrate was concentrated under reduced pressure to afford methyl 4-chloro-2-(difluoro(4-fluorophenyl)methyl)qu... Starting materials: O=C(c1c(F)cc(Br)cc1F)N1CCC(N2CCCC2)CC1, OB(O)c1ccc(OC(F)(F)F)cc1. The product is O=C(c1c(F)cc(-c2ccc(OC(F)(F)F)cc2)cc1F)N1CCC(N2CCCC2)CC1. RXN SMILES: [Br:1][c:2]1[cH:3][c:4]([F:22])[c:5]([C:9](=[O:10])[N:11]2[CH2:12][CH2:13][CH:14]([N:17]3[CH2:18][CH2:19][CH2:20][CH2:21]3)[CH2:15][CH2:16]2)[c:6]([F:8])[cH:7]1.[F:23][C:24]([O:25][c:26]1[cH:27][cH:28][c:29]([B:32]([OH:33])[OH:34])[cH:30][cH:31]1)([F:35])[F:36]>>[c:2]1(-[c:29]2[cH:28][cH:27][c:26]([O:25][C:24]([F:23])([F:35])[F:36])[cH:31][cH:30]2)[cH:3][c:4]([F:22])[c:5]([C:9](=[O:10])[N:11]2[CH2:12][CH2:13][CH:14]([N:17]3[CH2:18][CH2:19][CH2:20][CH2:21]3)[CH2:15][CH2:16]2)[c:6]([F:8])[cH:7]1. The reactants are C1CCOC1, CCOC(=O)C(C)(C)Oc1ccc(Cl)cc1C1CC(=O)NC(c2cc(F)ccc2C)C12C(=O)Nc1cc(Cl)ccc12, [K+], [OH-]. Yields the product Cc1ccc(F)cc1C1NC(=O)CC(c2cc(Cl)ccc2OC(C)(C)C(=O)O)C12C(=O)Nc1cc(Cl)ccc12. Reaction SMILES: [CH2:44]1[O:45][CH2:46][CH2:47][CH2:48]1.[Cl:1][c:2]1[cH:3][cH:4][c:5]2[c:9]([cH:10]1)[NH:8][C:7](=[O:11])[C:6]21[CH:12]([c:34]2[c:35]([CH3:41])[cH:36][cH:37][c:38]([F:40])[cH:39]2)[NH:13][C:14](=[O:33])[CH2:15][CH:16]1[c:17]1[c:18]([O:24][C:25]([CH3:26])([CH3:27])[C:28](=[O:29])[O:30][CH2:31][CH3:32])[cH:19][cH:20][c:21]([Cl:23])[cH:22]1.[K+:43].[OH-:42]>>[Cl:1][c:2]1[cH:3][cH:4][c:5]2[c:9]([cH:10]1)[NH:8][C:7](=[O:11])[C:6]21[CH:12]([c:34]2[c:35]([CH3:41])[cH:36][cH:37][c:38]([F:40])[cH:39]2)[NH:13][C:14](=[O:33])[CH2:15][CH:16]1[c:17]1[c:18]([O:24][C:25]([CH3:26])([CH3:27])[C:28](=[O:29])[OH:30])[cH:19][cH:20][c:21]([Cl:23])[cH:22]1. Starting materials: O=C(c1ccccc1Cl)c1cccnc1Br, CCCC[Sn](CCCC)(CCCC)c1nnn(Cc2cc(C(F)(F)F)cc(C(F)(F)F)c2)c1C, CN(C)C=O. Product: Cc1c(-c2ncccc2C(=O)c2ccccc2Cl)nnn1Cc1cc(C(F)(F)F)cc(C(F)(F)F)c1. As a reaction SMILES: [Br:1][c:2]1[n:3][cH:4][cH:5][cH:6][c:7]1[C:8](=[O:9])[c:10]1[c:11]([Cl:16])[cH:12][cH:13][cH:14][cH:15]1.[F:17][C:18]([c:19]1[cH:20][c:21]([CH2:22][n:23]2[n:24][n:25][c:26]([Sn:29]([CH2:30][CH2:31][CH2:32][CH3:33])([CH2:34][CH2:35][CH2:36][CH3:37])[CH2:38][CH2:39][CH2:40][CH3:41])[c:27]2[CH3:28])[cH:42][c:43]([C:45]([F:46])([F:47])[F:48])[cH:44]1)([F:49])[F:50].[O:51]=[CH:52][N:53]([CH3:54])[CH3:55]>>[c:2]1(-[c:26]2[n:25][n:24][n:23]([CH2:22][c:21]3[cH:20][c:19]([C:18]([F:17])([F:49])[F:50])[cH:44][c:43]([C:45]([F:46])([F:47])[F:48])[cH:42]3)[c:27]2[CH3:28])[n:3][cH:4][cH:5][cH:6][c:7]1[C:8](=[O:9])[c:10]1[c:11]([Cl:16])[cH:12][cH:13][cH:14][cH:15]1.